describe an organic reaction: reactants, conditions, products, and yield From a dataset of the Open Reaction Database (ORD), a public repository of structured organic reaction records. Reactants: C(CCC)[Li] (n-butyllithium), solution, C(C)C(CC#N)CC (3-ethylpentanenitrile), C(C)(C)NC(C)C (diisopropylamine), C(CC)(=O)OCC (ethyl propionate). The solvent is CCCCCC (hexane), C1CCOC1 (THF). Conditions: temperature 0 celsius, time 1 hour. Yields the product C(#N)C(C(CC)=O)C(CC)CC (4-cyano-5-ethyl-3-heptanone). RXN SMILES: C(NC(C)C)(C)C.C([Li])CCC.[CH2:13]([CH:15]([CH2:19][CH3:20])[CH2:16][C:17]#[N:18])[CH3:14].[C:21](OCC)(=[O:24])[CH2:22][CH3:23]>C1COCC1.CCCCCC>[C:17]([CH:16]([CH:15]([CH2:19][CH3:20])[CH2:13][CH3:14])[C:21](=[O:24])[CH2:22][CH3:23])#[N:18]. Procedure: Part B. A solution of diisopropylamine (7.50 mL, 57.2 mmol) in THF (100 mL) was cooled to −78° C., and treated with n-butyllithium (34.0 mL of a 1.6 M solution in hexane). The solution was warmed briefly to 0° C., and then recooled to −78° C. The nitrile compound from Part A was then added by syringe, and the solution was allowed to stir for 1 hour. Then, ethyl propionate (6.50 mL, 56.7 mmol) was added by syringe, and the resulting mixture was allowed to stir and warm to ambient temperature for ... Reactants: C(C)OC(C1=C(C=CC=C1)NC1=NC(=NC=C1Cl)NC1=CC2=C(CCN(CC2)CCOC)C=C1)=O (2-{5-chloro-2-[3-(2-methoxy-ethyl)-2,3,4,5-tetrahydro-1H-benzo[d]azepin-7-ylamino]-pyrimidin-4-ylamino}-benzoic acid ethyl ester), COCCN (2-methoxyethylamine). Product: ClC=1C(=NC(=NC1)NC1=CC2=C(CCN(CC2)CCOC)C=C1)NC1=C(C(=O)NCCOC)C=CC=C1 (2-{5-Chloro-2-[3-(2-methoxy-ethyl)-2,3,4,5-tetrahydro-1H-benzo[d]azepin-7-ylamino]-pyrimidin-4-ylamino}-N-(2-methoxy-ethyl)-benzamide), foam. Yield: 33.0%. Reaction SMILES: C(O[C:4](=[O:35])[C:5]1[CH:10]=[CH:9][CH:8]=[CH:7][C:6]=1[NH:11][C:12]1[C:17]([Cl:18])=[CH:16][N:15]=[C:14]([NH:19][C:20]2[CH:34]=[CH:33][C:23]3[CH2:24][CH2:25][N:26]([CH2:29][CH2:30][O:31][CH3:32])[CH2:27][CH2:28][C:22]=3[CH:21]=2)[N:13]=1)C.[CH3:36][O:37][CH2:38][CH2:39][NH2:40]>>[Cl:18][C:17]1[C:12]([NH:11][C:6]2[CH:7]=[CH:8][CH:9]=[CH:10][C:5]=2[C:4]([NH:40][CH2:39][CH2:38][O:37][CH3:36])=[O:35])=[N:13][C:14]([NH:19][C:20]2[CH:34]=[CH:33][C:23]3[CH2:24][CH2:25][N:26]([CH2:29][CH2:30][O:31][CH3:32])[CH2:27][CH2:28][C:22]=3[CH:21]=2)=[N:15][CH:16]=1. Reported procedure: 2-{5-Chloro-2-[3-(2-methoxy-ethyl)-2,3,4,5-tetrahydro-1H-benzo[d]azepin-7-ylamino]-pyrimidin-4-ylamino}-N-(2-methoxy-ethyl)-benzamide was prepared from 2-{5-chloro-2-[3-(2-methoxy-ethyl)-2,3,4,5-tetrahydro-1H-benzo[d]azepin-7-ylamino]-pyrimidin-4-ylamino}-benzoic acid ethyl ester and 2-methoxyethylamine in an analogous manner to Example 1396. Product isolated as a yellow foam (19 mg, 33%). LCMS (m/e) 525 (M+H); 1H-NMR (CDCl3, 400 MHz) δ 11.07 (s, 1H), 6.67 (d, 1H, J=8.4 Hz), 8.09 (s, 1H), 7.54 (... Starting materials: N1=C(Cl)N=C(Cl)N=C1Cl (cyanuric chloride), NC[C@H](O)[C@@H](O)[C@H](O)[C@H](O)CO (D-glucamine), C([O-])([O-])=O.[K+].[K+] (potassium carbonate). Solvent: O (water). Yields the product N1=C(N=C(N=C1NC[C@H](O)[C@@H](O)[C@H](O)[C@H](O)CO)NC[C@H](O)[C@@H](O)[C@H](O)[C@H](O)CO)NC[C@H](O)[C@@H](O)[C@H](O)[C@H](O)CO (N,N',N"-(1,3,5-triazine-2,4,6-triyl)-tris-(1-amino-1-desoxy-D-glucitol)). Reaction SMILES: [N:1]1[C:8](Cl)=[N:7][C:5](Cl)=[N:4][C:2]=1Cl.[NH2:10][CH2:11][C@@H:12]([C@H:14]([C@@H:16]([C@@H:18]([CH2:20][OH:21])[OH:19])[OH:17])[OH:15])[OH:13].[C:22](=[O:25])([O-])[O-].[K+].[K+]>O>[N:1]1[C:8]([NH:10][CH2:11][C@@H:12]([C@H:14]([C@@H:16]([C@@H:18]([CH2:20][OH:21])[OH:19])[OH:17])[OH:15])[OH:13])=[N:7][C:5]([NH:10][CH2:11][C@@H:12]([C@H:14]([C@@H:16]([C@@H:18]([CH2:20][OH:21])[OH:19])[OH:17])[OH:15])[OH:13])=[N:4][C:2]=1[NH:10][CH2:11][C@@H:12]([C@H:14]([C@@H:16]([C@@H:18]([CH2:22][OH:25])[OH:19])[OH:17])[OH:15])[OH:13] |f:2.3.4|. Procedure: 184 mg of cyanuric chloride, 543.5 mg of D-glucamine and 450 mg of potassium carbonate were stirred at room temperature in 10 ml of water for three days. The thus-obtained crude product was thereupon chromatographed on LiChroprep RP-18 silica gel with water and subsequently with water containing an increasing amount of methanol. The relevant fractions were lyophilized; N,N',N"-(1,3,5-triazine-2,4,6-triyl)-tris-(1-amino-1-desoxy-D-glucitol) was thus obtained as a colorless powder, MS: m/z 619.2 (... The reactants are CCO, [Cl-], [Fe], N#Cc1cc([N+](=O)[O-])ccc1N1CCOCC1, [NH4+], O. Product: N#Cc1cc(N)ccc1N1CCOCC1. As a reaction SMILES: [CH3:22][CH2:23][OH:24].[Cl-:1].[Fe:21].[N+:4]([O-:5])(=[O:6])[c:7]1[cH:8][cH:9][c:10]([N:15]2[CH2:16][CH2:17][O:18][CH2:19][CH2:20]2)[c:11]([C:12]#[N:13])[cH:14]1.[NH4+:2].[OH2:3]>>[NH2:4][c:7]1[cH:8][cH:9][c:10]([N:15]2[CH2:16][CH2:17][O:18][CH2:19][CH2:20]2)[c:11]([C:12]#[N:13])[cH:14]1. The reactants are CC(C)(C)[O-], CS(=O)(=O)OC(CCc1ccccc1[N+](=O)[O-])C1CC1, CS(C)=O, [K+]. Product: O=[N+]([O-])c1ccccc1C1CC1C1CC1. RXN SMILES: [C:21]([O-:22])([CH3:23])([CH3:24])[CH3:25].[CH3:1][S:2]([O:3][CH:6]([CH2:7][CH2:8][c:9]1[c:10]([N+:15](=[O:16])[O-:17])[cH:11][cH:12][cH:13][cH:14]1)[CH:18]1[CH2:19][CH2:20]1)(=[O:4])=[O:5].[CH3:27][S:28](=[O:29])[CH3:30].[K+:26]>>[CH:6]1([CH:18]2[CH2:19][CH2:20]2)[CH2:7][CH:8]1[c:9]1[c:10]([N+:15](=[O:16])[O-:17])[cH:11][cH:12][cH:13][cH:14]1. Starting materials: BrC=1C=CC2=C(NC=N2)C1C (6-bromo-7-methyl-1H-benzimidazole), Pd (PPh)4, CN(C)C=O (DMF), C(=O)(O)[O-].[Na+] (NaHCO3), CCOC(=O)C (EtOAc). Run at temperature 150 celsius, time 5 hour. The product is CC1=C(C=CC2=C1NC=N2)C#N (7-methyl-1H-benzimidazole-6-carbonitrile). RXN SMILES: Br[C:2]1[CH:3]=[CH:4][C:5]2[N:9]=[CH:8][NH:7][C:6]=2[C:10]=1[CH3:11].C([O-])(O)=O.[Na+].CCOC(C)=O.[CH3:23][N:24](C=O)C>>[CH3:11][C:10]1[C:6]2[NH:7][CH:8]=[N:9][C:5]=2[CH:4]=[CH:3][C:2]=1[C:23]#[N:24] |f:1.2|. Procedure details: In a 100 ml reaction vessel, to a solution of 6-bromo-7-methyl-1H-benzimidazole (500 mg) in DMF were added Zu(CN)2 (834 mg) and Pd (PPh)4 (547 mg) at room temperature, followed by stirring at 150° C. for 5 hours. The reaction solution was poured into a 1:1 mixed solvent of a saturated NaHCO3 solution and EtOAc, followed by stirring for 1 hour. The organic layer was washed with saturated brine, dried over anhydrous MgSO4, and then filtered, and the filtrate was concentrated. It was purified by si... RXN SMILES: [C:1]([CH3:2])([CH3:3])([CH3:4])[Si:5]([O:6][CH:7]1[CH:8]([NH:14][C:15]([O:16][C:17]([CH3:18])([CH3:19])[CH3:20])=[O:21])[CH2:9][NH:10][CH2:11][CH:12]1[CH3:13])([CH3:22])[CH3:23].[CH:24]([N:25]([CH2:26][CH3:27])[CH:28]([CH3:29])[CH3:30])([CH3:31])[CH3:32].[Cl:33][c:34]1[c:35]([N+:40](=[O:41])[O-:42])[cH:36][n:37][cH:38][cH:39]1>>[C:1]([CH3:2])([CH3:3])([CH3:4])[Si:5]([O:6][CH:7]1[CH:8]([NH:14][C:15]([O:16][C:17]([CH3:18])([CH3:19])[CH3:20])=[O:21])[CH2:9][N:10]([c:34]2[c:35]([N+:40](=[O:41])[O-:42])[cH:36][n:37][cH:38][cH:39]2)[CH2:11][CH:12]1[CH3:13])([CH3:22])[CH3:23]. The product is CC1CN(c2ccncc2[N+](=O)[O-])CC(NC(=O)OC(C)(C)C)C1O[Si](C)(C)C(C)(C)C. Starting materials: CC1CNCC(NC(=O)OC(C)(C)C)C1O[Si](C)(C)C(C)(C)C, CCN(C(C)C)C(C)C, O=[N+]([O-])c1cnccc1Cl.